Dataset: the Open Reaction Database (ORD), a public repository of structured organic reaction records. Task: describe an organic reaction: reactants, conditions, products, and yield Reactants: CCCC[N+](CCCC)(CCCC)CCCC, C1CCOC1, CC(C)[Si](C(C)C)(C(C)C)n1ccc2c(F)c(Cl)cnc21, ClCCl, [F-]. Product: Fc1c(Cl)cnc2[nH]ccc12. RXN SMILES: [CH2:23]([N+:24]([CH2:25][CH2:26][CH2:27][CH3:28])([CH2:29][CH2:30][CH2:31][CH3:32])[CH2:33][CH2:34][CH2:35][CH3:36])[CH2:37][CH2:38][CH3:39].[CH2:43]1[O:44][CH2:45][CH2:46][CH2:47]1.[Cl:1][c:2]1[c:3]([F:21])[c:4]2[c:5]([n:6][cH:7]1)[n:8]([Si:11]([CH:12]([CH3:13])[CH3:14])([CH:15]([CH3:16])[CH3:17])[CH:18]([CH3:19])[CH3:20])[cH:9][cH:10]2.[Cl:40][CH2:41][Cl:42].[F-:22]>>[Cl:1][c:2]1[c:3]([F:21])[c:4]2[c:5]([n:6][cH:7]1)[nH:8][cH:9][cH:10]2. As a reaction SMILES: [OH:1][C:2]1[CH:3]=[C:4]([CH:7]=[CH:8][C:9]=1[N+:10]([O-:12])=[O:11])[CH:5]=[O:6].[CH2:13](O)[CH2:14][CH2:15][OH:16]>>[OH:1][C:2]1[CH:3]=[C:4]([CH:5]2[O:16][CH2:15][CH2:14][CH2:13][O:6]2)[CH:7]=[CH:8][C:9]=1[N+:10]([O-:12])=[O:11]. Isolated yield 94.9%. Procedure details: 3-Hydroxy-4-nitro-benzaldehyde (7.5 g, 44.9 mmol) is treated with 1,3-propanediol (5.1 g, 67.3 mmol) according to the procedure of Example 1 to give 2-(3-hydroxy-4-nitro-phenyl)-1,3-dioxane (9.6 g, 95% yield) oil. Reactants: OC=1C=C(C=O)C=CC1[N+](=O)[O-] (3-Hydroxy-4-nitro-benzaldehyde), C(CCO)O (1,3-propanediol). Product: OC=1C=C(C=CC1[N+](=O)[O-])C1OCCCO1 (2-(3-hydroxy-4-nitro-phenyl)-1,3-dioxane). The reactants are O=c1cc(OCc2ccccc2)cc[nH]1, ClCc1ccccc1Cl, ClCCl, [H-], [Na+], CN(C)C=O, O. The product is O=c1cc(OCc2ccccc2)ccn1Cc1ccccc1Cl. As a reaction SMILES: [CH2:1]([c:2]1[cH:3][cH:4][cH:5][cH:6][cH:7]1)[O:8][c:9]1[cH:10][c:11](=[O:15])[nH:12][cH:13][cH:14]1.[Cl:23][c:24]1[c:25]([CH2:26][Cl:27])[cH:28][cH:29][cH:30][cH:31]1.[Cl:32][CH2:33][Cl:34].[H-:17].[Na+:16].[O:18]=[CH:19][N:20]([CH3:21])[CH3:22].[OH2:35]>>[CH2:1]([c:2]1[cH:3][cH:4][cH:5][cH:6][cH:7]1)[O:8][c:9]1[cH:10][c:11](=[O:15])[n:12]([CH2:26][c:25]2[c:24]([Cl:23])[cH:31][cH:30][cH:29][cH:28]2)[cH:13][cH:14]1. Starting materials: CCCC(CCCCCCCCCC)O (4-tetradecanol), CCCCC(CCCCCCCCC)O (5-tetradecanol), CCCCCC(CCCCCCCC)O (6-tetradecanol). Product: CCC(CCCCCCCCCCC)O (3-tetradecanol). Reaction SMILES: C[CH2:2][CH2:3][CH:4]([OH:15])[CH2:5][CH2:6][CH2:7][CH2:8][CH2:9][CH2:10][CH2:11][CH2:12][CH2:13][CH3:14].[CH3:16]CCCC(O)CCCCCCCCC.CCCCCC(O)CCCCCCCC>>[CH3:2][CH2:3][CH:4]([OH:15])[CH2:5][CH2:6][CH2:7][CH2:8][CH2:9][CH2:10][CH2:11][CH2:12][CH2:13][CH2:14][CH3:16]. Reported procedure: 4-tetradecanol; 5-tetradecanol; 6-tetradecanol; Starting materials: [H-].[Na+] (sodium hydride), Cl.NC(=N)N (guanidine hydrochloride), C1=C(C=CC=2C3=CC=CC=C3NC12)C(=O)OC (methyl 9H-carbazole-2-carboxylate). Run in CN(C)C=O (DMF), CN(C)C=O (DMF). Run at time 1 hour. Yields the product NC(=NC(=O)C1=CC=2NC3=CC=CC=C3C2C=C1)N (N-(diaminomethylene)-9H-carbazole-2-carboxamide). Yield: 78.0%. As a reaction SMILES: [H-].[Na+].Cl.[NH2:4][C:5]([NH2:7])=[NH:6].[CH:8]1[C:20]2[NH:19][C:18]3[C:13](=[CH:14][CH:15]=[CH:16][CH:17]=3)[C:12]=2[CH:11]=[CH:10][C:9]=1[C:21](OC)=[O:22]>CN(C=O)C>[NH2:6][C:5]([NH2:7])=[N:4][C:21]([C:9]1[CH:10]=[CH:11][C:12]2[C:13]3[C:18](=[CH:17][CH:16]=[CH:15][CH:14]=3)[NH:19][C:20]=2[CH:8]=1)=[O:22] |f:0.1,2.3|. Procedure: A 192 mg portion of sodium hydride (60%) was added to 6.5 ml DMF solution of 573 mg guanidine hydrochloride and stirred at room temperature for 1 hour. A 6.5 ml DMF solution of 270 mg methyl 9H-carbazole-2-carboxylate was added to this solution, followed by stirring at 70° C. for 2.5 hours. After spontaneous cooling to room temperature and subsequent evaporation of the solvent, water was added thereto and the thus precipitated solid was purified by Chromatorex (methanol/chloroform) to obtain 236... The reactants are CC(=O)[O-], CC(=O)CC(C)=O, COc1ccccc1N, CC(=O)O, CCO, Cl, O=N[O-], [Na+], [Na+], O. Product: COc1ccccc1NN=C(C(C)=O)C(C)=O. As a reaction SMILES: [CH3:15][C:16](=[O:17])[O-:18].[CH3:19][C:20](=[O:21])[CH2:22][C:23]([CH3:24])=[O:25].[CH3:1][O:2][c:3]1[c:4]([NH2:5])[cH:6][cH:7][cH:8][cH:9]1.[CH3:26][C:27](=[O:28])[OH:29].[CH3:32][CH2:33][OH:34].[ClH:30].[N:10]([O-:11])=[O:12].[Na+:13].[Na+:14].[OH2:31]>>[CH3:1][O:2][c:3]1[c:4]([NH:5][N:10]=[C:22]([C:20]([CH3:19])=[O:21])[C:23]([CH3:24])=[O:25])[cH:6][cH:7][cH:8][cH:9]1.